This data is from the Open Reaction Database (ORD), a public repository of structured organic reaction records. The task is: describe an organic reaction: reactants, conditions, products, and yield Starting materials: O[Li].O (LiOH.H2O), C(C=C)C=1N(C2=CC=CC=C2C1CC(=O)OCC)C(=O)OC(C)(C)C (tert-Butyl 2-allyl-3-(2-ethoxy-2-oxoethyl)-1H-indole-1-carboxylate), Cl (HCl). Run in C1CCOC1.CO.O (THF MeOH H2O). Run at time 20 minute. The product is C(C=C)C=1N(C2=CC=CC=C2C1CC(=O)O)C(=O)OC(C)(C)C (2-(2-allyl-1-(tert-butoxycarbonyl)-1H-indol-3-yl) acetic acid). The yield is 94.8%. As a reaction SMILES: [CH2:1]([C:4]1[N:5]([C:19]([O:21][C:22]([CH3:25])([CH3:24])[CH3:23])=[O:20])[C:6]2[C:11]([C:12]=1[CH2:13][C:14]([O:16]CC)=[O:15])=[CH:10][CH:9]=[CH:8][CH:7]=2)[CH:2]=[CH2:3].O[Li].O.Cl>C1COCC1.CO.O>[CH2:1]([C:4]1[N:5]([C:19]([O:21][C:22]([CH3:25])([CH3:24])[CH3:23])=[O:20])[C:6]2[C:11]([C:12]=1[CH2:13][C:14]([OH:16])=[O:15])=[CH:10][CH:9]=[CH:8][CH:7]=2)[CH:2]=[CH2:3] |f:1.2,4.5.6|. Procedure details: tert-Butyl 2-allyl-3-(2-ethoxy-2-oxoethyl)-1H-indole-1-carboxylate (300 ma, 0.87 mmol) was dissolved in 6 mL of THF/MeOH/H2O (3/2/1) and to it was added LiOH.H2O (110 mg, 2.6 mmol). The reaction mixture was allowed to stir at ambient temperature for 20 minutes. The reaction mixture was cooled to 0° C. and acidified with 1N (aq) HCl. The reaction mixture was extracted with ethyl acetate and the organic layer was separated and dried over MgSO4. The mixture was filtered and concentrated to afford 2... Reaction SMILES: [NH2:1][C:2]1[CH:7]=[CH:6][C:5]([CH2:8][CH2:9][C:10]2[N:11]=[C:12]3[CH:17]=[C:16]([CH3:18])[CH:15]=[CH:14][N:13]3[C:19]=2[CH3:20])=[CH:4][C:3]=1[OH:21].[CH3:22][N:23]=[C:24]=[O:25].C(OCC)(=O)C>O1CCCC1.CO>[CH3:20][C:19]1[N:13]2[CH:14]=[CH:15][C:16]([CH3:18])=[CH:17][C:12]2=[N:11][C:10]=1[CH2:9][CH2:8][C:5]1[CH:6]=[CH:7][C:2]([NH:1][C:24]([NH:23][CH3:22])=[O:25])=[C:3]([OH:21])[CH:4]=1. Procedure: The mixture of 2-[2-(4-amino-3-hydroxyphenyl)ethyl]-3,7-dimethylimidazo[1,2-a]pyridine (2.5 g) and methyl isocyanate (0.6 ml) in tetrahydrofuran (25 ml) and methanol (2.5 ml) was stirred for 1 hour at ambient temperature. To the reaction mixture was added ethyl acetate (30 ml) and the precipitate was collected by filtration. The precipitate was washed with ethyl acetate and dried to give 3,7-dimethyl-2-[2-{3-hydroxy-4-(3-methylureido)phenyl}ethyl]imidazo[1,2-a]pyridine (2.92 g). The solvent is O1CCCC1 (tetrahydrofuran), CO (methanol). The reactants are NC1=C(C=C(C=C1)CCC=1N=C2N(C=CC(=C2)C)C1C)O (2-[2-(4-amino-3-hydroxyphenyl)ethyl]-3,7-dimethylimidazo[1,2-a]pyridine), CN=C=O (methyl isocyanate), C(C)(=O)OCC (ethyl acetate). Yields the product CC1=C(N=C2N1C=CC(=C2)C)CCC2=CC(=C(C=C2)NC(=O)NC)O (3,7-dimethyl-2-[2-{3-hydroxy-4-(3-methylureido)phenyl}ethyl]imidazo[1,2-a]pyridine). Reaction conditions: time 1 hour. The reactants are CCOC(=O)C1CN(CC2=Cc3ccc(OC)cc32)CCC1OCc1ccccc1, CCO. The product is CCOC(=O)C1CN(CC2=Cc3ccc(OC)cc32)CCC1O. As a reaction SMILES: [CH2:1]([CH3:2])[O:3][C:4](=[O:5])[CH:6]1[CH2:7][N:8]([CH2:20][C:21]2=[CH:22][c:23]3[c:24]2[cH:25][c:26]([O:29][CH3:30])[cH:27][cH:28]3)[CH2:9][CH2:10][CH:11]1[O:12][CH2:13][c:14]1[cH:15][cH:16][cH:17][cH:18][cH:19]1.[CH3:31][CH2:32][OH:33]>>[CH2:1]([CH3:2])[O:3][C:4](=[O:5])[CH:6]1[CH2:7][N:8]([CH2:20][C:21]2=[CH:22][c:23]3[c:24]2[cH:25][c:26]([O:29][CH3:30])[cH:27][cH:28]3)[CH2:9][CH2:10][CH:11]1[OH:12]. Reactants: COC=1C=C(C=C(C1OC)OC)Br (3,4,5-trimethoxybromobenzene), [Li]CCCC (BuLi), P(C1=CC=CC=C1)(C1=CC=CC=C1)Cl (PPh2Cl). The solvent is C1CCOC1 (THF). Reaction conditions: temperature -78 celsius, time 1 hour. Product: COC=1C=C(C=C(C1OC)OC)P(C1=CC=CC=C1)C1=CC=CC=C1 ((3,4,5-trimethoxyphenyl)diphenylphosphine). Yield: 78.9%. Reaction SMILES: [CH3:1][O:2][C:3]1[CH:4]=[C:5](Br)[CH:6]=[C:7]([O:11][CH3:12])[C:8]=1[O:9][CH3:10].[Li]CCCC.[P:19](Cl)([C:26]1[CH:31]=[CH:30][CH:29]=[CH:28][CH:27]=1)[C:20]1[CH:25]=[CH:24][CH:23]=[CH:22][CH:21]=1>C1COCC1>[CH3:1][O:2][C:3]1[CH:4]=[C:5]([P:19]([C:26]2[CH:27]=[CH:28][CH:29]=[CH:30][CH:31]=2)[C:20]2[CH:25]=[CH:24][CH:23]=[CH:22][CH:21]=2)[CH:6]=[C:7]([O:11][CH3:12])[C:8]=1[O:9][CH3:10]. Procedure: To a solution of 3,4,5-trimethoxybromobenzene 18 (62.3 g, 0.25 mol) in dry THF (200 ml) was added BuLi solution (169 ml, 1.6M in hexane, 0.27 mol) dropwise at −78° C. within 45 min. The resulting beige-colored suspension was stirred for an additional 1 h at −78° C. Then PPh2Cl (61 g, 0.277 mol. 49.7 ml) was added dropwise. The addition was complete within 2 h. The resulting yellow solution was allowed to warm to 0° C. within 2 h and quenched by addition of NH4Cl solution (200 ml). The organic la... The reactants are O (water), N (ammonia), BrC1=C(C(=CC=C1)C#N)S(=O)(=O)Cl (2-bromo-6-cyano-benzenesulfonyl chloride). The solvent is CO (methanol), O1CCCC1 (tetrahydrofurane). Run at time 16 hour. The product is BrC1=CC=CC=2C(=NS(C21)(=O)=O)N (7-bromo-1,1-dioxo-1H-1λ6-benzo[d]isothiazol-3-ylamine). As a reaction SMILES: [NH3:1].[Br:2][C:3]1[CH:8]=[CH:7][CH:6]=[C:5]([C:9]#[N:10])[C:4]=1[S:11](Cl)(=[O:13])=[O:12].O>CO.O1CCCC1>[Br:2][C:3]1[C:4]2[S:11](=[O:13])(=[O:12])[N:10]=[C:9]([NH2:1])[C:5]=2[CH:6]=[CH:7][CH:8]=1. Procedure: 2.1 ml of ammonia in methanol (7M) is added at ambient temperature to a solution of 1.85 g of 2-bromo-6-cyano-benzenesulfonyl chloride in 40 ml of tetrahydrofurane. The reaction mixture is stirred for 16 hours at ambient temperature. Then the mixture is poured into water and extracted with ethylacetate. The organic layer is washed with water, dried over sodium sulfate, filtered and concentrated. Chromatography of the residue with cyclohexane—ethyl acetate (1:1) affords 730 mg of 7-bromo-1,1-diox...